Dataset: the Open Reaction Database (ORD), a public repository of structured organic reaction records. Task: describe an organic reaction: reactants, conditions, products, and yield Reactants: CC(C)Cc1nc(C(F)(F)F)ccc1C=CC(=O)O, COc1nc(OC)nc([N+]2(C)CCOCC2)n1, [Cl-], Cl, CS(=O)(=O)Nc1ccc(CN)cc1, O. Product: CC(C)Cc1nc(C(F)(F)F)ccc1C=CC(=O)NCc1ccc(NS(C)(=O)=O)cc1. As a reaction SMILES: [CH2:34]([CH:35]([CH3:36])[CH3:37])[c:38]1[n:39][c:40]([C:49]([F:50])([F:51])[F:52])[cH:41][cH:42][c:43]1[CH:44]=[CH:45][C:46](=[O:47])[OH:48].[CH3:17][O:18][c:19]1[n:20][c:21]([O:22][CH3:23])[n:24][c:25]([N+:26]2([CH3:27])[CH2:28][CH2:29][O:30][CH2:31][CH2:32]2)[n:33]1.[Cl-:16].[ClH:14].[NH2:1][CH2:2][c:3]1[cH:4][cH:5][c:6]([NH:9][S:10](=[O:11])(=[O:12])[CH3:13])[cH:7][cH:8]1.[OH2:15]>>[NH:1]([CH2:2][c:3]1[cH:4][cH:5][c:6]([NH:9][S:10](=[O:11])(=[O:12])[CH3:13])[cH:7][cH:8]1)[C:46]([CH:45]=[CH:44][c:43]1[c:38]([CH2:34][CH:35]([CH3:36])[CH3:37])[n:39][c:40]([C:49]([F:50])([F:51])[F:52])[cH:41][cH:42]1)=[O:47]. Reactants: COC(=O)N1CC[C@@H]2[C@](CCC[C@H]12)(C#CC=1C=C(C=CC1)C)O ((3aS,4R,7aS)-4-hydroxy-4-m-tolylethynyl-octahydro-indole-1-carboxylic acid methyl ester), C(C)(C)(C)OC(=O)N1CCN(CC1)CC(=O)O (4-carboxymethyl-piperazine-1-carboxylic acid tert-butyl ester). Product: COC(=O)N1CC[C@H]2[C@@](CCC[C@@H]12)(C#CC=1C=C(C=CC1)C)OC(CN1CCN(CC1)C(=O)OC(C)(C)C)=O ((3aR,4S,7aR)-4-[2-(4-tert-butoxycarbonyl-piperazin-1-yl)-acetoxy]-4-m-tolylethynyl-octahydro-indole-1-carboxylic acid methyl ester). Reaction SMILES: [CH3:1][O:2][C:3]([N:5]1[C@@H:13]2[C@@H:8]([C@@:9]([OH:23])([C:14]#[C:15][C:16]3[CH:17]=[C:18]([CH3:22])[CH:19]=[CH:20][CH:21]=3)[CH2:10][CH2:11][CH2:12]2)[CH2:7][CH2:6]1)=[O:4].[C:24]([O:28][C:29]([N:31]1[CH2:36][CH2:35][N:34]([CH2:37][C:38](O)=[O:39])[CH2:33][CH2:32]1)=[O:30])([CH3:27])([CH3:26])[CH3:25]>>[CH3:1][O:2][C:3]([N:5]1[C@H:13]2[C@H:8]([C@:9]([O:23][C:38](=[O:39])[CH2:37][N:34]3[CH2:33][CH2:32][N:31]([C:29]([O:28][C:24]([CH3:26])([CH3:25])[CH3:27])=[O:30])[CH2:36][CH2:35]3)([C:14]#[C:15][C:16]3[CH:17]=[C:18]([CH3:22])[CH:19]=[CH:20][CH:21]=3)[CH2:10][CH2:11][CH2:12]2)[CH2:7][CH2:6]1)=[O:4]. Reported procedure: Synthesis in analogy to the General Method 1 starting from (3aS,4R,7aS)-4-hydroxy-4-m-tolylethynyl-octahydro-indole-1-carboxylic acid methyl ester and 4-carboxymethyl-piperazine-1-carboxylic acid tert-butyl ester to yield (3aR,4S,7aR)-4-[2-(4-tert-butoxycarbonyl-piperazin-1-yl)-acetoxy]-4-m-tolylethynyl-octahydro-indole-1-carboxylic acid methyl ester. This NBoc-protected product was then stirred in hydrochloric acid dioxane solution (4M, 10 equiv.) at room temperature for 6 hrs. Subsequently the... The reactants are C(C1=CC=CC=C1)N1CCN(CC1)CC1C2([C@@H](OC1=O)C1=C(CCC[C@@]1(CC2)C)C)O ((5aR,9bS)-3-((4-Benzylpiperazin-1-yl)methyl)-3a-hydroxy-5a,9-dimethyl-3,3a,4,5,5a,6,7,8-octahydronaphtho[1,2-b]furan-2(9bH)-one), [H][H] (hydrogen). The reagents and catalysts are [OH-].[OH-].[Pd+2] (Pd(OH)2/C). The solvent is CO (methanol). Product: OC12[C@@H](OC(C1CN1CCNCC1)=O)C1C(CCC[C@@]1(CC2)C)C ((5aR,9bS)-3a-hydroxy-5a,9-dimethyl-3-(piperazin-1-ylmethyl)decahydronaphtho[1,2-b]furan-2(9bH)-one). As a reaction SMILES: C([N:8]1[CH2:13][CH2:12][N:11]([CH2:14][CH:15]2[C:19](=[O:20])[O:18][C@H:17]3[C:21]4[C@@:26]([CH3:29])([CH2:27][CH2:28][C:16]23[OH:31])[CH2:25][CH2:24][CH2:23][C:22]=4[CH3:30])[CH2:10][CH2:9]1)C1C=CC=CC=1.[H][H]>CO.[OH-].[OH-].[Pd+2]>[OH:31][C:16]12[CH2:28][CH2:27][C@:26]3([CH3:29])[CH:21]([CH:22]([CH3:30])[CH2:23][CH2:24][CH2:25]3)[C@@H:17]1[O:18][C:19](=[O:20])[CH:15]2[CH2:14][N:11]1[CH2:12][CH2:13][NH:8][CH2:9][CH2:10]1 |f:3.4.5|. Reported procedure: Compound of example 27 (100 mg, 0.47 mmol) was dissolved in methanol (10 mL) and 10% Pd(OH)2/C was added to it. The reaction mixture was hydrogenated (hydrogen pressure, 1 atm) for 30 hours. The reaction mixture was filtered over celite and concentrated to obtain the title compound The reactants are C(C)(C)N(CC)C(C)C (diisopropylethylamine), C(C=C)NCC=C (diallylamine), C(C1=CC=CC=C1)NC1=C(C(=NC(=C1C)C)Cl)[N+](=O)[O-] (Benzyl-(2-chloro-5,6-dimethyl-3-nitro-pyridin-4-yl)-amine). Run in C(C)OC(C)O (ethoxyethanol). Run at temperature 100 celsius. Product: C(C=C)N(C1=NC(=C(C(=C1[N+](=O)[O-])NCC1=CC=CC=C1)C)C)CC=C (N2,N2-Diallyl-N4-benzyl-5,6-dimethyl-3-nitro-pyridine-2,4-diamine). Isolated yield 64.9%. Reaction SMILES: [CH2:1]([NH:8][C:9]1[C:14]([CH3:15])=[C:13]([CH3:16])[N:12]=[C:11](Cl)[C:10]=1[N+:18]([O-:20])=[O:19])[C:2]1[CH:7]=[CH:6][CH:5]=[CH:4][CH:3]=1.C(N(C(C)C)CC)(C)C.[CH2:30]([NH:33][CH2:34][CH:35]=[CH2:36])[CH:31]=[CH2:32]>C(OC(O)C)C>[CH2:30]([N:33]([CH2:34][CH:35]=[CH2:36])[C:11]1[C:10]([N+:18]([O-:20])=[O:19])=[C:9]([NH:8][CH2:1][C:2]2[CH:7]=[CH:6][CH:5]=[CH:4][CH:3]=2)[C:14]([CH3:15])=[C:13]([CH3:16])[N:12]=1)[CH:31]=[CH2:32]. Reported procedure: Benzyl-(2-chloro-5,6-dimethyl-3-nitro-pyridin-4-yl)-amine (1.2 g, 4.1 mmol) was dissolved in ethoxyethanol (60 mL) and diisopropylethylamine (1.1 mL, 6.2 mmol) and diallylamine (0.76 mL, 6.2 mmol) added in one portion. The reaction mixture was heated in a sealed vessel at 100° C. overnight, and then concentrated in vacuo to an orange residue. This residue was purified directly by column chromatography on silica gel, using a gradient of 8:1→1:1 pentane:EtOAc as eluant to provide the title compoun... The reactants are 7-[2-{2-(O,O-diethylphosphono)ethoxyimino}-2-(2-formamidothiazol-4-yl)acetamido]-3-(1-methyl-1H-tetrazol-5-yl)thiomethyl-3-cephem-4-carboxylic acid, C[Si](C)(C)C(C(=O)N)[Si](C)(C)C (bis(trimethylsilyl)acetamide), P(=O)(O)(O)CCON=C(C(=O)NC1[C@@H]2N(C(=C(CS2)CSC2=NN=NN2C)C(=O)O)C1=O)C=1N=C(SC1)NC=O (7-[2-(2-phosphonoethoxyimino)-2-(2-formamidothiazol-4-yl)acetamido]-3-(1-methyl-1H-tetrazol-5-yl)thiomethyl-3-cephem-4-carboxylic acid), C[Si](C)(C)Br (trimethylsilyl bromide). Solvent: C(Cl)Cl (methylene chloride). Run at time 30 minute. The product is P(=O)(O)(O)CCON=C(C(=O)NC1[C@@H]2N(C(=C(CS2)CSC2=NN=NN2C)C(=O)O)C1=O)C=1N=C(SC1)N (7-[2-(2-Phosphonoethoxyimino)-2-(2-aminothiazol-4-yl)acetamido]-3-(1-methyl-1H-tetrazol-5-yl)thiomethyl-3-cephem-4-carboxylic acid). RXN SMILES: C[Si](C([Si](C)(C)C)C(N)=O)(C)C.C[Si](Br)(C)C.[P:18]([CH2:22][CH2:23][O:24][N:25]=[C:26]([C:50]1[N:51]=[C:52]([NH:55]C=O)[S:53][CH:54]=1)[C:27]([NH:29][CH:30]1[C:48](=[O:49])[N:32]2[C:33]([C:45]([OH:47])=[O:46])=[C:34]([CH2:37][S:38][C:39]3[N:43]([CH3:44])[N:42]=[N:41][N:40]=3)[CH2:35][S:36][C@H:31]12)=[O:28])([OH:21])([OH:20])=[O:19]>C(Cl)Cl>[P:18]([CH2:22][CH2:23][O:24][N:25]=[C:26]([C:50]1[N:51]=[C:52]([NH2:55])[S:53][CH:54]=1)[C:27]([NH:29][CH:30]1[C:48](=[O:49])[N:32]2[C:33]([C:45]([OH:47])=[O:46])=[C:34]([CH2:37][S:38][C:39]3[N:43]([CH3:44])[N:42]=[N:41][N:40]=3)[CH2:35][S:36][C@H:31]12)=[O:28])([OH:21])([OH:20])=[O:19]. Procedure: A mixture of 7-[2-{2-(O,O-diethylphosphono)ethoxyimino}-2-(2-formamidothiazol-4-yl)acetamido]-3-(1-methyl-1H-tetrazol-5-yl)thiomethyl-3-cephem-4-carboxylic acid (syn isomer) (6.2 g.) methylene chloride (90 ml.) and bis(trimethylsilyl)acetamide (9.2 g.) was stirred for 30 minutes at room temperature and thereto was added trimethylsilyl bromide (6.9 g.) over a period of 30 minutes with stirring at 20° to 25° C. and then stirring was continued for 5 hours at 25° to 27° C. The reaction mixture conta...